This data is from the Open Reaction Database (ORD), a public repository of structured organic reaction records. The task is: describe an organic reaction: reactants, conditions, products, and yield Reactants: FC=1C(=C2C(=NC1)N(C(=C2)I)S(=O)(=O)C2=CC=C(C)C=C2)C2=CN=C(S2)C2(CCC2)O (1-(5-(5-fluoro-2-iodo-1-tosyl-1H-pyrrolo[2,3-b]pyridin-4-yl)thiazol-2-yl)cyclobutanol), CS(=O)(=O)C=1C=C(C=CC1)B(O)O (3-methylsulfonyl phenylboronic acid), C([O-])(O)=O (bicarbonate). The reagents and catalysts are [Pd](Cl)Cl.C1(=CC=CC=C1)P(C1=CC=CC=C1)C1=CC=CC=C1.C1(=CC=CC=C1)P(C1=CC=CC=C1)C1=CC=CC=C1 (bis(triphenylphosphine) palladium dichloride). The solvent is CN(C=O)C (N,N-dimethylformamide). Reaction conditions: temperature 70 celsius. Product: CS(=O)(=O)C=1C=C(C=CC1)C1=CC=2C(=NC=CC2C2=CN=C(S2)C2(CCC2)O)N1 (1-(5-{2-[3-(methylsulfonyl)phenyl]-1H-pyrrolo[2,3-b]pyridin-4-yl}-1,3-thiazol-2-yl)cyclobutanol). RXN SMILES: F[C:2]1[C:3]([C:22]2[S:26][C:25]([C:27]3([OH:31])[CH2:30][CH2:29][CH2:28]3)=[N:24][CH:23]=2)=[C:4]2[CH:10]=[C:9](I)[N:8](S(C3C=CC(C)=CC=3)(=O)=O)[C:5]2=[N:6][CH:7]=1.[CH3:32][S:33]([C:36]1[CH:37]=[C:38](B(O)O)[CH:39]=[CH:40][CH:41]=1)(=[O:35])=[O:34].C(=O)(O)[O-]>CN(C)C=O.[Pd](Cl)Cl.C1(P(C2C=CC=CC=2)C2C=CC=CC=2)C=CC=CC=1.C1(P(C2C=CC=CC=2)C2C=CC=CC=2)C=CC=CC=1>[CH3:32][S:33]([C:36]1[CH:41]=[C:40]([C:9]2[NH:8][C:5]3=[N:6][CH:7]=[CH:2][C:3]([C:22]4[S:26][C:25]([C:27]5([OH:31])[CH2:30][CH2:29][CH2:28]5)=[N:24][CH:23]=4)=[C:4]3[CH:10]=2)[CH:39]=[CH:38][CH:37]=1)(=[O:35])=[O:34] |f:4.5.6|. Procedure details: To a stirred ambient solution of 1-(5-(5-fluoro-2-iodo-1-tosyl-1H-pyrrolo[2,3-b]pyridin-4-yl)thiazol-2-yl)cyclobutanol (Example 107C) (150 mg, 0.272 mmol) and 3-methylsulfonyl phenylboronic acid (54.4 mg, 0.272 mmol) in N,N-dimethylformamide (2.04 mL) was added saturated aqueous bicarbonate solution (680 μL) followed by bis(triphenylphosphine) palladium dichloride (13.37 mg, 0.019 mmol). The mixture was heated to 70° C. for 3 hours and was quenched by the addition of water and dichloromethane. T...